From a dataset of the Open Reaction Database (ORD), a public repository of structured organic reaction records. describe an organic reaction: reactants, conditions, products, and yield The reactants are Clc1ncc(Br)cn1, CC1(CO)Cn2cc([N+](=O)[O-])nc2O1, CCOC(C)=O, [H-], [Na+], CN(C)C=O. The product is CC1(COc2ncc(Br)cn2)Cn2cc([N+](=O)[O-])nc2O1. RXN SMILES: [Br:15][c:16]1[cH:17][n:18][c:19]([Cl:22])[n:20][cH:21]1.[CH3:1][C:2]1([CH2:13][OH:14])[CH2:3][n:4]2[c:5]([n:7][c:8]([N+:10](=[O:11])[O-:12])[cH:9]2)[O:6]1.[CH3:30][CH2:31][O:32][C:33]([CH3:34])=[O:35].[H-:24].[Na+:23].[O:25]=[CH:26][N:27]([CH3:28])[CH3:29]>>[CH3:1][C:2]1([CH2:13][O:14][c:19]2[n:18][cH:17][c:16]([Br:15])[cH:21][n:20]2)[CH2:3][n:4]2[c:5]([n:7][c:8]([N+:10](=[O:11])[O-:12])[cH:9]2)[O:6]1. The reactants are CC(C)O, [Cl-], Cl, N#[N+]c1[nH]c2c(=O)[nH]c(N)nc2c1Cc1ccsc1, O. The product is Cl, Nc1nc2c(Cc3ccsc3)c(N)[nH]c2c(=O)[nH]1. As a reaction SMILES: [CH:21]([OH:22])([CH3:23])[CH3:24].[Cl-:1].[ClH:25].[NH2:2][c:3]1[nH:4][c:5](=[O:20])[c:6]2[c:7]([n:8]1)[c:9]([CH2:14][c:15]1[cH:16][s:17][cH:18][cH:19]1)[c:10]([N+:12]#[N:13])[nH:11]2.[OH2:26]>>[ClH:1].[NH2:2][c:3]1[nH:4][c:5](=[O:20])[c:6]2[c:7]([n:8]1)[c:9]([CH2:14][c:15]1[cH:16][s:17][cH:18][cH:19]1)[c:10]([NH2:12])[nH:11]2.